Dataset: the Open Reaction Database (ORD), a public repository of structured organic reaction records. Task: describe an organic reaction: reactants, conditions, products, and yield Reactants: C(C)C=1C(=C(C=CC1F)C(C[C@@](C=O)(C(F)(F)F)O)CC)OC ((2R,4R/S)-4-(3-ethyl-4-fluoro-2-methoxyphenyl)-2-hydroxy-2-(trifluoromethyl)hexanal), NC1=C2C=CC(NC2=CC(=C1)F)=O (5-amino-7-fluoroquinolin-2(1H)-one). Reagents/catalysts: CC(C)([O-])C.[Ti+4].CC(C)([O-])C.CC(C)([O-])C.CC(C)([O-])C (titanium tert-butoxide). Yields the product C(C)C=1C(=C(C=CC1F)C(C[C@@](C=NC1=C2C=CC(NC2=CC(=C1)F)=O)(C(F)(F)F)O)CC)OC (5-{[(2R,4R/S)-4-(3-ethyl-4-fluoro-2-methoxyphenyl)-2-hydroxy-2-(trifluoromethyl)hexylidene]amino}-7-fluoroquinolin-2(1H)-one). As a reaction SMILES: [CH2:1]([C:3]1[C:4]([O:22][CH3:23])=[C:5]([CH:10]([CH2:20][CH3:21])[CH2:11][C@:12]([OH:19])([C:15]([F:18])([F:17])[F:16])[CH:13]=O)[CH:6]=[CH:7][C:8]=1[F:9])[CH3:2].[NH2:24][C:25]1[CH:34]=[C:33]([F:35])[CH:32]=[C:31]2[C:26]=1[CH:27]=[CH:28][C:29](=[O:36])[NH:30]2>CC(C)([O-])C.[Ti+4].CC(C)([O-])C.CC(C)([O-])C.CC(C)([O-])C>[CH2:1]([C:3]1[C:4]([O:22][CH3:23])=[C:5]([CH:10]([CH2:20][CH3:21])[CH2:11][C@:12]([OH:19])([C:15]([F:17])([F:16])[F:18])[CH:13]=[N:24][C:25]2[CH:34]=[C:33]([F:35])[CH:32]=[C:31]3[C:26]=2[CH:27]=[CH:28][C:29](=[O:36])[NH:30]3)[CH:6]=[CH:7][C:8]=1[F:9])[CH3:2] |f:2.3.4.5.6|. Procedure: In the same way as in Example 137, 45 mg (0.13 mmol) of (2R,4R/S)-4-(3-ethyl-4-fluoro-2-methoxyphenyl)-2-hydroxy-2-(trifluoromethyl)hexanal, 23 mg (0.13 mmol) of 5-amino-7-fluoroquinolin-2(1H)-one and 0.09 ml (0.27 mmol) of titanium tert-butoxide are reacted to give 5-{[(2R,4R/S)-4-(3-ethyl-4-fluoro-2-methoxyphenyl)-2-hydroxy-2-(trifluoromethyl)hexylidene]amino}-7-fluoroquinolin-2(1H)-one. 80 mg of crude imine are cyclized in the same way as in Example 137 at −30° C. with 1.3 ml (1.3 mmol) of 1 ... Reactants: CN(c1ccccc1)c1cc(N2CCN(C(=O)c3ccccc3)CC2)ccc1[N+](=O)[O-], CCO, O=[Pt]. Product: CN(c1ccccc1)c1cc(N2CCN(C(=O)c3ccccc3)CC2)ccc1N. As a reaction SMILES: [CH3:1][N:2]([c:3]1[c:4]([N+:23]([O-:24])=[O:25])[cH:5][cH:6][c:7]([N:9]2[CH2:10][CH2:11][N:12]([C:15]([c:16]3[cH:17][cH:18][cH:19][cH:20][cH:21]3)=[O:22])[CH2:13][CH2:14]2)[cH:8]1)[c:26]1[cH:27][cH:28][cH:29][cH:30][cH:31]1.[CH3:32][CH2:33][OH:34].[Pt:35]=[O:36]>>[CH3:1][N:2]([c:3]1[c:4]([NH2:23])[cH:5][cH:6][c:7]([N:9]2[CH2:10][CH2:11][N:12]([C:15]([c:16]3[cH:17][cH:18][cH:19][cH:20][cH:21]3)=[O:22])[CH2:13][CH2:14]2)[cH:8]1)[c:26]1[cH:27][cH:28][cH:29][cH:30][cH:31]1.